The task is: describe an organic reaction: reactants, conditions, products, and yield. This data is from the Open Reaction Database (ORD), a public repository of structured organic reaction records. Reactants: C(C)(=O)OCC (ethyl acetate), O (water), C(C)N(C\C=C\C#C[Si](C)(C)C)CCOCCOC1=CC(=CC=C1)C1=CSC=C1 ((E)-N-ethyl-N-(5-trimethylsilyl-2-penten-4-ynyl)-2-[2-[3-(3-thienyl)phenoxy]ethoxy]ethylamine). Run in CO (methanol), O1CCCC1 (tetrahydrofuran), saturated aqueous solution, [F-].[K+] (potassium fluoride). Reaction conditions: time 8 hour. The product is C(C)N(C\C=C\C#C)CCOCCOC1=CC(=CC=C1)C1=CSC=C1 ((E)-N-ethyl-N-(2-penten-4-ynyl)-2-[2-[3-(3-thienyl)phenoxy]ethoxy]ethylamine). The yield is 78.2%. As a reaction SMILES: [CH2:1]([N:3]([CH2:13][CH2:14][O:15][CH2:16][CH2:17][O:18][C:19]1[CH:24]=[CH:23][CH:22]=[C:21]([C:25]2[CH:29]=[CH:28][S:27][CH:26]=2)[CH:20]=1)[CH2:4]/[CH:5]=[CH:6]/[C:7]#[C:8][Si](C)(C)C)[CH3:2].C(OCC)(=O)C.O>CO.O1CCCC1.[F-].[K+]>[CH2:1]([N:3]([CH2:13][CH2:14][O:15][CH2:16][CH2:17][O:18][C:19]1[CH:24]=[CH:23][CH:22]=[C:21]([C:25]2[CH:29]=[CH:28][S:27][CH:26]=2)[CH:20]=1)[CH2:4]/[CH:5]=[CH:6]/[C:7]#[CH:8])[CH3:2] |f:5.6|. Procedure: 2.0 g of the resulting allylamine compound was dissolved in a mixture of methanol (5 ml) and tetrahydrofuran (5 ml), and 10 ml of a saturated aqueous solution of potassium fluoride was added. The mixture was stirred overnight at room temperature, and then ethyl acetate and water were added. The organic layer separated was worked up in a customary manner, and the product was purified by silica gel column chromatography [methylene chloride/methanol=100/1] to give 1.3 g of (E)-N-ethyl-N-(2-penten-4... Starting materials: FC1=C(C(=O)N(C)OC)C=CC=C1OC (2-fluoro-3,N-dimethoxy-N-methyl-benzamide). Solvent: C1CCOC1 (THF), C1(=CC=CC=C1)C (toluene), C1(=CC=CC=C1)C (toluene). Reaction conditions: temperature -78 celsius, time 3 hour. Yields the product FC1=C(C=O)C=CC=C1OC (2-Fluoro-3-methoxy-benzaldehyde). The yield is 84.7%. Reaction SMILES: [F:1][C:2]1[C:13]([O:14][CH3:15])=[CH:12][CH:11]=[CH:10][C:3]=1[C:4](N(OC)C)=[O:5]>C1COCC1.C1(C)C=CC=CC=1>[F:1][C:2]1[C:13]([O:14][CH3:15])=[CH:12][CH:11]=[CH:10][C:3]=1[CH:4]=[O:5]. Procedure details: To a solution of 2-fluoro-3,N-dimethoxy-N-methyl-benzamide (2.30 g, 10.8 mmol) in THF (20 mL) at −78° C. was added 1M DEBAL-H in toluene.(12 mL, 12 mmol). The reaction stirred at −78° C. for 3 h and then the remaining 1M DIDAL-H in toluene (4.2 mL, 4.2 mmol) was added to the reaction. The reaction was allowed to stir at −78° C. for 30 min and was then warmed to rt. The reaction was quenched slowly with saturated aqueous NH4Cl. The organic phase was separated and the aqueous phase was extracted w... The reactants are CC(=O)O, Cc1cc2nc(NN)cc(N3CCOCC3)n2n1, Cc1cccc(C=O)c1, CCO. Yields the product Cc1cccc(C=NNc2cc(N3CCOCC3)n3nc(C)cc3n2)c1. RXN SMILES: [CH3:19][C:20](=[O:21])[OH:22].[CH3:1][c:2]1[n:3][n:4]2[c:5]([n:6][c:7]([NH:16][NH2:17])[cH:8][c:9]2[N:10]2[CH2:11][CH2:12][O:13][CH2:14][CH2:15]2)[cH:18]1.[CH3:23][c:24]1[cH:25][c:26]([CH:27]=[O:28])[cH:29][cH:30][cH:31]1.[CH3:32][CH2:33][OH:34]>>[CH3:1][c:2]1[n:3][n:4]2[c:5]([n:6][c:7]([NH:16][N:17]=[CH:27][c:26]3[cH:25][c:24]([CH3:23])[cH:31][cH:30][cH:29]3)[cH:8][c:9]2[N:10]2[CH2:11][CH2:12][O:13][CH2:14][CH2:15]2)[cH:18]1. Reactants: CC1(CC(C2=C(C(=C(S2)N2CCOCC2)C#C)C1)=O)C (5,5-Dimethyl-3-ethynyl-2-(morpholin-4-yl)-5,6-dihydro-1-benzothiophen-7(4H)-one), IC1=CC=C(C=C1)O (4-iodophenol). The reagents and catalysts are Cl[Pd]([P](C1=CC=CC=C1)(C2=CC=CC=C2)C3=CC=CC=C3)([P](C4=CC=CC=C4)(C5=CC=CC=C5)C6=CC=CC=C6)Cl (Pd(PPh3)2Cl2), [Cu]I (CuI). The solvent is C(C)(C)NC(C)C (diisopropylamine). Conditions: time 50 minute. Product: CC1(CC(C2=C(C(=C(S2)N2CCOCC2)C#CC2=CC=C(C=C2)O)C1)=O)C (5,5-Dimethyl-3-[(4-hydroxyphenyl)ethynyl]-2-(morpholin-4-yl)-5,6-dihydro-1-benzothiophen-7(4H)-one). Isolated yield 82.4%. Reaction SMILES: [CH3:1][C:2]1([CH3:20])[CH2:18][C:6]2[C:7]([C:16]#[CH:17])=[C:8]([N:10]3[CH2:15][CH2:14][O:13][CH2:12][CH2:11]3)[S:9][C:5]=2[C:4](=[O:19])[CH2:3]1.I[C:22]1[CH:27]=[CH:26][C:25]([OH:28])=[CH:24][CH:23]=1>C(NC(C)C)(C)C.Cl[Pd](Cl)([P](C1C=CC=CC=1)(C1C=CC=CC=1)C1C=CC=CC=1)[P](C1C=CC=CC=1)(C1C=CC=CC=1)C1C=CC=CC=1.[Cu]I>[CH3:1][C:2]1([CH3:20])[CH2:18][C:6]2[C:7]([C:16]#[C:17][C:22]3[CH:27]=[CH:26][C:25]([OH:28])=[CH:24][CH:23]=3)=[C:8]([N:10]3[CH2:15][CH2:14][O:13][CH2:12][CH2:11]3)[S:9][C:5]=2[C:4](=[O:19])[CH2:3]1 |^1:38,57|. Reported procedure: To a stirred solution of Example 38 (0.10 g, 0.35 mmol) and 4-iodophenol (0.11 g, 0.52 mmol) in diisopropylamine (7 mL) at 60° C. was added Pd(PPh3)2Cl2 (0.02 g, 0.03 mmol) followed by CuI (0.01 g, 0.05 mmol). After stirring for 50 minutes, the reaction mixture was concentrated in vacuo and the resulting residue was diluted with EtOAc (25 mL). The organics were then washed with sat. aqueous NaHCO3 (10 mL), dried (MgSO4), filtered and concentrated in vacuo. Purification by column chromatography (...